This data is from the Open Reaction Database (ORD), a public repository of structured organic reaction records. The task is: describe an organic reaction: reactants, conditions, products, and yield Reactants: C(C1=CC=CC=C1)O[C@H]1[C@@H]([C@H](C=2N([C@@H]1COCC1=CC=CC=C1)C=C(N2)C#CCCCCCC)OCC2=CC=CC=C2)OCC2=CC=CC=C2 ((5R,6R,7S,8S)-6,7,8-Tris(benzyloxy)-5-[(benzyloxy)methyl]-2-(1-octynyl)-5,6,7,8-tetrahydroimidazo[1,2-a]pyridine). Reagents/catalysts: [OH-].[OH-].[Pd+2] (Pd(OH)2/C). The solvent is C1CCOC1.CCO (THF EtOH). Conditions: time 3 hour. The product is OC[C@@H]1[C@H]([C@@H]([C@H](C=2N1C=C(N2)CCCCCCCC)O)O)O ((5R,6R,7S,8S)-5-Hydroxymethyl-2-n-octyl-5,6,7,8-tetrahydroimidazo[1,2-a]pyridine-6,7,8-triol). As a reaction SMILES: C([O:8][C@@H:9]1[C@@H:14]([CH2:15][O:16]CC2C=CC=CC=2)[N:13]2[CH:24]=[C:25]([C:27]#[C:28][CH2:29][CH2:30][CH2:31][CH2:32][CH2:33][CH3:34])[N:26]=[C:12]2[C@H:11]([O:35]CC2C=CC=CC=2)[C@H:10]1[O:43]CC1C=CC=CC=1)C1C=CC=CC=1>C1COCC1.CCO.[OH-].[OH-].[Pd+2]>[OH:16][CH2:15][C@H:14]1[N:13]2[CH:24]=[C:25]([CH2:27][CH2:28][CH2:29][CH2:30][CH2:31][CH2:32][CH2:33][CH3:34])[N:26]=[C:12]2[C@H:11]([OH:35])[C@@H:10]([OH:43])[C@@H:9]1[OH:8] |f:1.2,3.4.5|. Reported procedure: A solution of (5R,6R,7S,8S)-6,7,8-Tris(benzyloxy)-5-[(benzyloxy)methyl]-2-(1-octynyl)-5,6,7,8-tetrahydroimidazo[1,2-a]pyridine (120 mg, 0.179 mmol) in THF/EtOH (2:1) (3 ml) is rapidly stirred with Pd(OH)2/C (0.1 g) under an atmosphere of hydrogen for 14 h. After filtration of the catalyst, the organic solution is concentrated on a rotovap and the residue is dissolved in CH2Cl2 (10 ml). The solution is cooled in an acetone-dry ice bath and a solution of BCl3 (1.0 M) in CH2Cl2 is slowly added. The... The reactants are NC=1SC=C(N1)CCCC(=O)OC (Methyl 4-(2-aminothiazol-4-yl)butanoate), Cl (HCl). Reaction conditions: time 8 hour. The product is Cl.NC=1SC=C(N1)CCCC(=O)O (4-(2-Aminothiazol-4-yl)butanoic acid hydrochloride). RXN SMILES: [NH2:1][C:2]1[S:3][CH:4]=[C:5]([CH2:7][CH2:8][CH2:9][C:10]([O:12]C)=[O:11])[N:6]=1.[ClH:14]>>[ClH:14].[NH2:1][C:2]1[S:3][CH:4]=[C:5]([CH2:7][CH2:8][CH2:9][C:10]([OH:12])=[O:11])[N:6]=1 |f:2.3|. Procedure details: Ester 1-3 (1.3 g, 6.5 mmol) was dissolved in 32 mL 6 N HCl. After stirring overnight, the resulting suspension was concentrated, providing acid 1-4 as a white solid. Reactants: C(C1=CC=CC=C1)N(C=1C(=C(C(=CC1)F)C(=O)C1=CN(C2=NC=C(C=C21)C=2C=NC=CC2)[Si](C(C)C)(C(C)C)C(C)C)F)CC2=CC=CC=C2 ((3-dibenzylamino-2,6-difluoro-phenyl)-(5-pyridin-3-yl-1-triisopropylsilanyl-1H-pyrrolo[2,3-b]pyridin-3-yl)-methanone). The reagents and catalysts are [OH-].[OH-].[Pd+2] (palladium hydroxide on carbon). Solvent: CO (methanol). Conditions: time 8 hour. Product: NC=1C(=C(C(=CC1)F)C(=O)C1=CN(C2=NC=C(C=C21)C=2C=NC=CC2)[Si](C(C)C)(C(C)C)C(C)C)F ((3-amino-2,6-difluoro-phenyl)-(5-pyridin-3-yl-1-triisopropylsilanyl-1H-pyrrolo[2,3-b]pyridin-3-yl)-methanone). As a reaction SMILES: C([N:8](CC1C=CC=CC=1)[C:9]1[C:10]([F:43])=[C:11]([C:16]([C:18]2[C:26]3[C:21](=[N:22][CH:23]=[C:24]([C:27]4[CH:28]=[N:29][CH:30]=[CH:31][CH:32]=4)[CH:25]=3)[N:20]([Si:33]([CH:40]([CH3:42])[CH3:41])([CH:37]([CH3:39])[CH3:38])[CH:34]([CH3:36])[CH3:35])[CH:19]=2)=[O:17])[C:12]([F:15])=[CH:13][CH:14]=1)C1C=CC=CC=1>CO.[OH-].[OH-].[Pd+2]>[NH2:8][C:9]1[C:10]([F:43])=[C:11]([C:16]([C:18]2[C:26]3[C:21](=[N:22][CH:23]=[C:24]([C:27]4[CH:28]=[N:29][CH:30]=[CH:31][CH:32]=4)[CH:25]=3)[N:20]([Si:33]([CH:37]([CH3:39])[CH3:38])([CH:40]([CH3:42])[CH3:41])[CH:34]([CH3:35])[CH3:36])[CH:19]=2)=[O:17])[C:12]([F:15])=[CH:13][CH:14]=1 |f:2.3.4|. Reported procedure: To (3-dibenzylamino-2,6-difluoro-phenyl)-(5-pyridin-3-yl-1-triisopropylsilanyl-1H-pyrrolo[2,3-b]pyridin-3-yl)-methanone (56, 55.0 mg, 0.080 mmol) in methanol (15 mL) was added 20% palladium hydroxide on carbon (20 mg). The reaction was stirred under an atmosphere of hydrogen overnight. The reaction was filtered to remove the catalyst, and then concentrated to give the crude compound that was used in the next step. The reagents and catalysts are C1=CC=CC=2SC3=CC=CC=C3NC12 (phenothiazine). The product is COC(C[C@@H]1CC=CC[C@H]1[N+](=O)[O-])OC (trans-4-(2,2-Dimethoxyethyl)-5-nitro-1-cyclohexene). The reactants are COC(CC=C[N+](=O)[O-])OC (4,4-dimethoxy-1-nitro-1-butene), C=CC=C (butadiene). Reaction conditions: time 30 hour. Procedure: 214 g (1.0 mole) 75% 4,4-dimethoxy-1-nitro-1-butene and 0.1 g phenothiazine were put in an autoclave at room temperature, together with 850 ml toluene. Then 216 g (4.0 mole) butadiene were added under pressure. Subsequently stirring was conducted under the own pressure (approx. 6 bar) for 30 hours at 100° C. The pressure was released and the temperature reduced. Finally toluene and unreacted butadiene were distilled off. 270 g of an oily residue were obtained, containing about 39% reaction produ... Solvent: C1(=CC=CC=C1)C (toluene). Isolated yield 125.4%. Reaction SMILES: [CH3:1][O:2][CH:3]([O:10][CH3:11])[CH2:4][CH:5]=[CH:6][N+:7]([O-:9])=[O:8].[CH2:12]=[CH:13][CH:14]=[CH2:15]>C1C2NC3C(=CC=CC=3)SC=2C=CC=1.C1(C)C=CC=CC=1>[CH3:11][O:10][CH:3]([O:2][CH3:1])[CH2:4][C@H:5]1[C@H:6]([N+:7]([O-:9])=[O:8])[CH2:15][CH:14]=[CH:13][CH2:12]1.